This data is from the Open Reaction Database (ORD), a public repository of structured organic reaction records. The task is: describe an organic reaction: reactants, conditions, products, and yield The reactants are CCCCCC (hexane), C(CCCC)C1=CC=C(C=C1)Br (4-pentylbromobenzene), C(CCC)[Li] (butyllithium). The solvent is C1=CC=CC=C1 (benzene). Yields the product C(CCCC)C1=CC=C(C=C1)[Li] (4-pentylphenyllithium). As a reaction SMILES: [CH2:1]([C:6]1[CH:11]=[CH:10][C:9](Br)=[CH:8][CH:7]=1)[CH2:2][CH2:3][CH2:4][CH3:5].CCCCCC.C([Li:23])CCC>C1C=CC=CC=1>[CH2:1]([C:6]1[CH:11]=[CH:10][C:9]([Li:23])=[CH:8][CH:7]=1)[CH2:2][CH2:3][CH2:4][CH3:5]. Procedure: 18.35g (0.081mol) of 4-pentylbromobenzene was dissolved in 30ml of benzene and the solution was stirred at room temperature in a stream of nitrogen. To the resulting solution was added drop-wise 50ml (0.081mol) of hexane solution including 15% butyllithium for 30 minutes and the solution was stirred for 2 hours. Then the produced precipitate gathered by the filtration in a stream of nitrogen was dried under reduced pressure to yield 9.2g of 4-pentylphenyllithium. Starting materials: CCO, c1cnc(N2CCNCC2)nc1, c1ccc2c(-c3ccc(OCC4CO4)cc3)csc2c1. The product is OC(COc1ccc(-c2csc3ccccc23)cc1)CN1CCN(c2ncccn2)CC1. As a reaction SMILES: [CH3:33][CH2:34][OH:35].[N:21]1([c:27]2[n:28][cH:29][cH:30][cH:31][n:32]2)[CH2:22][CH2:23][NH:24][CH2:25][CH2:26]1.[s:1]1[c:2]2[c:3]([c:4](-[c:6]3[cH:7][cH:8][c:9]([O:10][CH2:11][CH:12]4[O:13][CH2:14]4)[cH:15][cH:16]3)[cH:5]1)[cH:17][cH:18][cH:19][cH:20]2>>[s:1]1[c:2]2[c:3]([c:4](-[c:6]3[cH:7][cH:8][c:9]([O:10][CH2:11][CH:12]([OH:13])[CH2:14][N:24]4[CH2:23][CH2:22][N:21]([c:27]5[n:28][cH:29][cH:30][cH:31][n:32]5)[CH2:26][CH2:25]4)[cH:15][cH:16]3)[cH:5]1)[cH:17][cH:18][cH:19][cH:20]2.